This data is from the Open Reaction Database (ORD), a public repository of structured organic reaction records. The task is: describe an organic reaction: reactants, conditions, products, and yield The reactants are COC=1C=C(CN(C([C@H](CC2=CC=CC=C2)N(C(=O)OC(C)(C)C)CC=O)=O)C)C=C(C1OC)OC ((S)-N-(3,4,5-trimethoxybenzyl)-N-methyl-2-[N'-(t-butoxycarbonyl)-2-oxo-ethylamino]-3-phenyl-propionamide), Cl.N1C=C(C2=CC=CC=C12)C[C@@H](CC(=O)O)N ((S)-2-(1H-indol-3-yl)-1-carboxymethyl-ethylamine hydrochloride salt). Product: COC=1C=C(CN(C([C@H](CC2=CC=CC=C2)N(C(=O)OC(C)(C)C)CCN[C@@H](CC2=CNC3=CC=CC=C23)CC(=O)O)=O)C)C=C(C1OC)OC ((S)-N-(3,4,5-Trimethoxybenzyl)-N-methyl-2-[[(S)-2-(1H-indol-3-yl)-1-carboxymethyl-ethylamino]N'-(t-butoxycarbonyl)-ethylamino]-3-phenyl-propionamide). RXN SMILES: [CH3:1][O:2][C:3]1[CH:4]=[C:5]([CH:30]=[C:31]([O:35][CH3:36])[C:32]=1[O:33][CH3:34])[CH2:6][N:7]([CH3:29])[C:8](=[O:28])[C@@H:9]([N:17]([CH2:25][CH:26]=O)[C:18]([O:20][C:21]([CH3:24])([CH3:23])[CH3:22])=[O:19])[CH2:10][C:11]1[CH:16]=[CH:15][CH:14]=[CH:13][CH:12]=1.Cl.[NH:38]1[C:46]2[C:41](=[CH:42][CH:43]=[CH:44][CH:45]=2)[C:40]([CH2:47][C@H:48]([NH2:53])[CH2:49][C:50]([OH:52])=[O:51])=[CH:39]1>>[CH3:1][O:2][C:3]1[CH:4]=[C:5]([CH:30]=[C:31]([O:35][CH3:36])[C:32]=1[O:33][CH3:34])[CH2:6][N:7]([CH3:29])[C:8](=[O:28])[C@@H:9]([N:17]([CH2:25][CH2:26][NH:53][C@H:48]([CH2:49][C:50]([OH:52])=[O:51])[CH2:47][C:40]1[C:41]2[C:46](=[CH:45][CH:44]=[CH:43][CH:42]=2)[NH:38][CH:39]=1)[C:18]([O:20][C:21]([CH3:24])([CH3:23])[CH3:22])=[O:19])[CH2:10][C:11]1[CH:12]=[CH:13][CH:14]=[CH:15][CH:16]=1 |f:1.2|. Reported procedure: Prepare by the method of Example 1 using (S)-N-(3,4,5-trimethoxybenzyl)-N-methyl-2-[N'-(t-butoxycarbonyl)-2-oxo-ethylamino]-3-phenyl-propionamide (0.25 g, 1.0 mmol) and (S)-2-(1H-indol-3-yl)-1-carboxymethyl-ethylamine hydrochloride salt ((S)-tryptophan methyl ester hydrochloride salt) (0.41 g, 1.0 mmol). Purify by chromatography eluting sequentially with 1% methanol/dichloromethane and 5% methanol/dichloromethane to give the title compound: TLC Rf =0.83 (silica gel, 10% methanol/dichloromethane)... Starting materials: C1=CC=C(C(=C1)N2C(=O)N=NN2)Cl (1-(2-chlorophenyl)-5(4H)-tetrazolinone), C([O-])([O-])=O.[K+].[K+] (potassium carbonate), C1(CCCCC1)N(C(=O)Cl)CC (N-cyclohexyl-N-ethylcarbamoyl chloride). Run in C(C)#N (acetonitrile). The product is CCN(C1CCCCC1)C(=O)N2C(=O)N(N=N2)C3=CC=CC=C3Cl (1-(2-chlorophenyl)-4-(N-cyclohexyl-N-ethylcarbamoyl)- 5(4H)-tetrazolinone). Yield: 84.9%. Reaction SMILES: [CH:1]1[CH:6]=[C:5]([N:7]2[NH:12][N:11]=[N:10][C:8]2=[O:9])[C:4]([Cl:13])=[CH:3][CH:2]=1.C(=O)([O-])[O-].[K+].[K+].[CH:20]1([N:26]([CH2:30][CH3:31])[C:27](Cl)=[O:28])[CH2:25][CH2:24][CH2:23][CH2:22][CH2:21]1>C(#N)C>[CH3:31][CH2:30][N:26]([C:27]([N:10]1[N:11]=[N:12][N:7]([C:5]2[C:4]([Cl:13])=[CH:3][CH:2]=[CH:1][CH:6]=2)[C:8]1=[O:9])=[O:28])[CH:20]1[CH2:21][CH2:22][CH2:23][CH2:24][CH2:25]1 |f:1.2.3|. Procedure details: 1-(2-chlorophenyl)-5(4H)-tetrazolinone (2 g) and potassium carbonate (1.68 g) were suspended in acetonitrile (30 ml), followed by fifteen minutes heating under refluxing. After cooling, N-cyclohexyl-N-ethylcarbamoyl chloride (2.31 g) was added to the reaction mixture, followed by a further five-hour heating under refluxing. The resulting mixture was filtered and the filtrate was evaporated under reduced pressure, and the resulting residue was subjected to flush column chromatography (hexane:ethy...